The task is: describe an organic reaction: reactants, conditions, products, and yield. This data is from the Open Reaction Database (ORD), a public repository of structured organic reaction records. Starting materials: O=C1CCCc2ccccc21, O, O=[N+]([O-])O. The product is O=C1CCCc2ccc([N+](=O)[O-])cc21. Reaction SMILES: [C:1]1(=[O:11])[CH2:2][CH2:3][CH2:4][c:5]2[cH:6][cH:7][cH:8][cH:9][c:10]21.[OH2:16].[OH:12][N+:13]([O-:14])=[O:15]>>[C:1]1(=[O:11])[CH2:2][CH2:3][CH2:4][c:5]2[cH:6][cH:7][c:8]([N+:13](=[O:12])[O-:14])[cH:9][c:10]21. The reactants are ClCc1coc(C=Cc2ccc(Br)cc2)n1, OCCCCc1ccc(O)cc1. Yields the product OCCCCc1ccc(OCc2coc(C=Cc3ccc(Br)cc3)n2)cc1. Reaction SMILES: [Cl:13][CH2:14][c:15]1[n:16][c:17]([CH:20]=[CH:21][c:22]2[cH:23][cH:24][c:25]([Br:28])[cH:26][cH:27]2)[o:18][cH:19]1.[OH:1][c:2]1[cH:3][cH:4][c:5]([CH2:8][CH2:9][CH2:10][CH2:11][OH:12])[cH:6][cH:7]1>>[O:1]([c:2]1[cH:3][cH:4][c:5]([CH2:8][CH2:9][CH2:10][CH2:11][OH:12])[cH:6][cH:7]1)[CH2:14][c:15]1[n:16][c:17]([CH:20]=[CH:21][c:22]2[cH:23][cH:24][c:25]([Br:28])[cH:26][cH:27]2)[o:18][cH:19]1. Reactants: C(C1=CC=CC=C1)N1CCC(CC1)(C(=O)[NH2]=O)C1=CC=C(C=C1)Cl (1-benzyl-4-(4-chloro-phenyl)-piperidine-4-carboxylic acid amide N-oxide), C(=O)O.CO (formic acid methanol), solution, Cl (hydrochloric acid), C(C)OCC (diethyl ether). Reagents/catalysts: [Pt] (platinum black). Run in CO (methanol), CO (methanol), C(C)(=O)OCC (ethyl acetate), CO (methanol). Reaction conditions: time 18 hour. Product: Cl.ClC1=CC=C(C=C1)C1(CCNCC1)C(=O)N (4-(4-chloro-phenyl)-piperidine-4-carboxylic acid amide hydrochloride). As a reaction SMILES: C(O)=O.CO.C([N:13]1[CH2:18][CH2:17][C:16]([C:23]2[CH:28]=[CH:27][C:26]([Cl:29])=[CH:25][CH:24]=2)([C:19]([NH2:21]=O)=[O:20])[CH2:15][CH2:14]1)C1C=CC=CC=1.Cl.C(OCC)C>CO.C(OCC)(=O)C.[Pt]>[ClH:29].[Cl:29][C:26]1[CH:27]=[CH:28][C:23]([C:16]2([C:19]([NH2:21])=[O:20])[CH2:15][CH2:14][NH:13][CH2:18][CH2:17]2)=[CH:24][CH:25]=1 |f:0.1,8.9|. Procedure details: A mixture of 1/9 by volume of formic acid/methanol (50 mL) was carefully added to platinum black (2.2 g). A solution of 1-benzyl-4-(4-chloro-phenyl)-piperidine-4-carboxylic acid amide N-oxide (2.6 g) in methanol (10 mL) was added. After 18 hours, the reaction mixture was filtered through a bed of celite and the filtrate was evaporated in vacuo to give a residue. The residue was dissolved in ethyl acetate (10 mL) and a 1M solution of hydrochloric acid in methanol (4 mL) added. The reaction mixtur... Yield: 17.5%. Run in C(Cl)Cl (CH2Cl2), C(Cl)Cl (CH2Cl2). RXN SMILES: [CH2:1]([C@H:3]([NH:10][C:11]([C:13]1[C:22]2[C:17](=[CH:18][CH:19]=[CH:20][CH:21]=2)[N:16]=[C:15]([C:23]2[CH:28]=[CH:27][CH:26]=[CH:25][CH:24]=2)[C:14]=1[O:29][CH2:30][CH2:31][NH2:32])=[O:12])[C:4]1[CH:9]=[CH:8][CH:7]=[CH:6][CH:5]=1)[CH3:2].C1C2C(COC([NH:50][CH2:51][C:52](Cl)=[O:53])=O)C3C(=CC=CC=3)C=2C=CC=1>C(Cl)Cl>[CH2:1]([C@H:3]([NH:10][C:11]([C:13]1[C:22]2[C:17](=[CH:18][CH:19]=[CH:20][CH:21]=2)[N:16]=[C:15]([C:23]2[CH:24]=[CH:25][CH:26]=[CH:27][CH:28]=2)[C:14]=1[O:29][CH2:30][CH2:31][NH:32][C:52](=[O:53])[CH2:51][NH2:50])=[O:12])[C:4]1[CH:9]=[CH:8][CH:7]=[CH:6][CH:5]=1)[CH3:2]. Run at temperature 0 celsius, time 3 hour. The reactants are TEA, C(C)[C@@H](C1=CC=CC=C1)NC(=O)C1=C(C(=NC2=CC=CC=C12)C1=CC=CC=C1)OCCN ((S)-N-(α-ethylbenzyl)-3-(2-aminoethoxy)-2-phenylquinoline-4-carboxamide), C1=CC=CC=2C3=CC=CC=C3C(C12)COC(=O)NCC(=O)Cl ((9-fluorenylmethoxy carbonyl)glycinyl chloride). Reported procedure: 3.0 g (7.1 mmol) of (S)-N-(α-ethylbenzyl)-3-(2-aminoethoxy)-2-phenylquinoline-4-carboxamide (compound of Description 4) were dissolved, under nitrogen atmosphere, in 60 ml of CH2Cl2 and 1.2 ml (8.5 mmol) of TEA were added; the solution was cooled to 0° C. and 2.7 g (8.5 mmol) of (9-fluorenylmethoxy carbonyl)glycinyl chloride (FMOC-glycinyl chloride), dissolved in 60 ml of CH2Cl2, were added dropwise. The reaction mixture was stirred at room temperature for 3 hours and then washed with sat. sol. ... The product is C(C)[C@@H](C1=CC=CC=C1)NC(=O)C1=C(C(=NC2=CC=CC=C12)C1=CC=CC=C1)OCCNC(CN)=O ((S)-N-(a-ethylbenzyl)-3-(2-aminoacetylaminoethoxy)-2-phenylquinoline-4-carboxamide). The reactants are ClC=1C=C(C=CC1Cl)S(=O)(=O)NC=1C=C(C(=O)NC2=CC=C(C(=O)O)C=C2)C=C(C1OC)OC (4-[3-(3,4-Dichloro-benzenesulfonylamino)-4,5-dimethoxy-benzoylamino]-benzoic acid), ClC=1C=C(C=CC1Cl)S(=O)(=O)Cl (3,4-dichloro-benzenesulfonyl chloride). Yields the product C(C)OC(C1=CC=C(C=C1)NC(C1=CC(=C(C(=C1)OC)OC)NS(=O)(=O)C1=CC(=C(C=C1)Cl)Cl)=O)=O (4-[3-(3,4-dichloro-benzenesulfonylamino)-4,5-dimethoxy-benzoylamino]-benzoic acid ethyl ester). As a reaction SMILES: [Cl:1][C:2]1[CH:3]=[C:4]([S:9]([NH:12][C:13]2[CH:14]=[C:15]([CH:28]=[C:29]([O:33][CH3:34])[C:30]=2[O:31][CH3:32])[C:16]([NH:18][C:19]2[CH:27]=[CH:26][C:22]([C:23]([OH:25])=[O:24])=[CH:21][CH:20]=2)=[O:17])(=[O:11])=[O:10])[CH:5]=[CH:6][C:7]=1[Cl:8].Cl[C:36]1C=C(S(Cl)(=O)=O)C=C[C:41]=1Cl>>[CH2:36]([O:24][C:23](=[O:25])[C:22]1[CH:21]=[CH:20][C:19]([NH:18][C:16](=[O:17])[C:15]2[CH:28]=[C:29]([O:33][CH3:34])[C:30]([O:31][CH3:32])=[C:13]([NH:12][S:9]([C:4]3[CH:5]=[CH:6][C:7]([Cl:8])=[C:2]([Cl:1])[CH:3]=3)(=[O:11])=[O:10])[CH:14]=2)=[CH:27][CH:26]=1)[CH3:41]. Procedure details: 4-[3-(3,4-Dichloro-benzenesulfonylamino)-4,5-dimethoxy-benzoylamino]-benzoic acid, MS (ISP): m/e=523.1 (M−H), was prepared in analogy to example 31, steps A to D. Step C was performed using 3,4-dichloro-benzenesulfonyl chloride and yielded 4-[3-(3,4-dichloro-benzenesulfonylamino)-4,5-dimethoxy-benzoylamino]-benzoic acid ethyl ester, which was hydrolyzed in step D.